From a dataset of the Open Reaction Database (ORD), a public repository of structured organic reaction records. describe an organic reaction: reactants, conditions, products, and yield The reactants are C1NCCC2CCCCC12 (decahydroisoquinoline), N1C2C(CC1)C2 (hexahydrocyclopropa[b]pyrrole), C1NCCC12CCCC2 (2-azaspiro[4.4]-nonane), N1CCCC1 (pyrrolidine), N1CCC2CCC=CC12 (2,3,3a,4,5,7a-hexahydroindole), C12NCCCC23CCC1C3 (2-azatricyclo[4.3.0.16,9 ]decane), 1,2,3,3a,4,6ahexahydrocyclopenta[b]pyrrole, N1C2C(CC1)CCCCC2 (decahydrocyclohepta[b]pyrrole), spiro[(bicyclo[2.2.2]octane)-2,3'-pyrrolidine], N1CCC2CCCCC12 (octahydroindole), S1CNCC1 (thiazolidine), C1NCCC12CCCCC2 (2-azaspiro[4.5]decane), C1NCC2C1CCC2 (octahydrocyclopenta[c]pyrrole), C1NCC2CCCCC12 (octahydroisoindole), N1CCC2=CC=CC=C12 (indoline), N1C2C(CC1)CCC2 (octahydrocyclopenta[b]pyrrole), spiro[(bicyclo[2.2.1]heptane)-2,3'-pyrrolidine]. Yields the product C1NCCC2=CC=CC=C12 (Tetrahydroisoquinoline). As a reaction SMILES: [CH2:1]1[CH:10]2[CH:5]([CH2:6][CH2:7][CH2:8][CH2:9]2)[CH2:4][CH2:3][NH:2]1.N1C2C(CCCC2)CC1.N1CCC2CCCC12.C1C2(CCCCC2)CCN1.C1C2(CCCC2)CCN1.C12C3CC1(CC3)CCCN2.N1CCC2CCCCCC12.N1CCC2CC12.C1C2C(CCCC2)CN1.C1C2CCCC2CN1.N1C2C(CCC=C2)CC1.N1CCCC1.N1C2C(=CC=CC=2)CC1.S1CCNC1>>[CH2:1]1[C:10]2[C:5](=[CH:6][CH:7]=[CH:8][CH:9]=2)[CH2:4][CH2:3][NH:2]1. Reported procedure: decahydroisoquinoline (B); octahydroindole (C); octahydrocyclopenta[b]pyrrole (D); 2-azaspiro[4.5]decane (E); 2-azaspiro[4.4]-nonane (F); spiro[(bicyclo[2.2.1]heptane)-2,3'-pyrrolidine] (G); spiro[(bicyclo[2.2.2]octane)-2,3'-pyrrolidine] (H); 2-azatricyclo[4.3.0.16,9 ]decane (I); decahydrocyclohepta[b]pyrrole (J); hexahydrocyclopropa[b]pyrrole (K); octahydroisoindole (L); octahydrocyclopenta[c]pyrrole (M); 2,3,3a,4,5,7a-hexahydroindole (N); 1,2,3,3a,4,6ahexahydrocyclopenta[b]pyrrole (O); pyrroli... Starting materials: BrC=1C=C(C(=O)O)C=C(C1F)S(=O)(=O)Cl (3-Bromo-5-chlorosulfonyl-4-fluoro-benzoic acid), CCN(C(C)C)C(C)C (DiPEA), N1CCCC1 (pyrrolidine). Run in O1CCOCC1.O (dioxane water), CCOC(=O)C (EtOAc). Yields the product BrC=1C=C(C(=O)O)C=C(C1F)S(=O)(=O)N1CCCC1 (3-Bromo-4-fluoro-5-(pyrrolidine-1-sulfonyl)-benzoic acid). RXN SMILES: [Br:1][C:2]1[CH:3]=[C:4]([CH:8]=[C:9]([S:12](Cl)(=[O:14])=[O:13])[C:10]=1[F:11])[C:5]([OH:7])=[O:6].CC[N:18]([CH:22]([CH3:24])C)[CH:19]([CH3:21])C.N1CCCC1>O1CCOCC1.O.CCOC(C)=O>[Br:1][C:2]1[CH:3]=[C:4]([CH:8]=[C:9]([S:12]([N:18]2[CH2:19][CH2:21][CH2:24][CH2:22]2)(=[O:14])=[O:13])[C:10]=1[F:11])[C:5]([OH:7])=[O:6] |f:3.4|. Conditions: time 2 hour. Reported procedure: To a solution of 3-Bromo-5-chlorosulfonyl-4-fluoro-benzoic acid (3.0 g) in dioxane/water (9/1 (v/v), 30 ml) was added DiPEA (5 ml) and pyrrolidine (1.55 ml). After stirring for 2 h, the mixture was diluted with EtOAc and washed with 2 M aq. HCl. The organic layer was dried (Na2SO4) and concentrated in vacuo. Yield: 2.3 g. Starting materials: COC([C@@H](NC(=O)OC(C)(C)C)CC1=CC(=C(C=C1)OCC1=C(C=CC=C1Cl)Cl)O)=O (N-(tert-butoxycarbonyl)-4-(2,6-dichlorobenzyloxy)-3-hydroxy-L-phenylalanine methyl ester), C(=O)([O-])[O-].[K+].[K+] (K2CO3), CI (CH3I). Reagents/catalysts: [N+](CCCC)(CCCC)(CCCC)CCCC.[I-] (n-Bu4NI). Run in COCCOC (DME). Conditions: time 8 hour. Yields the product COC([C@@H](NC(=O)OC(C)(C)C)CC1=CC(=C(C=C1)OCC1=C(C=CC=C1Cl)Cl)OC)=O (N-(tert-butoxycarbonyl)-4-(2,6-dichlorobenzyloxy)-3-methoxy-L-phenylalanine methyl ester). The yield is 85.5%. As a reaction SMILES: [CH3:1][O:2][C:3](=[O:31])[C@H:4]([CH2:13][C:14]1[CH:19]=[CH:18][C:17]([O:20][CH2:21][C:22]2[C:27]([Cl:28])=[CH:26][CH:25]=[CH:24][C:23]=2[Cl:29])=[C:16]([OH:30])[CH:15]=1)[NH:5][C:6]([O:8][C:9]([CH3:12])([CH3:11])[CH3:10])=[O:7].[C:32]([O-])([O-])=O.[K+].[K+].CI>[N+](CCCC)(CCCC)(CCCC)CCCC.[I-].COCCOC>[CH3:1][O:2][C:3](=[O:31])[C@H:4]([CH2:13][C:14]1[CH:19]=[CH:18][C:17]([O:20][CH2:21][C:22]2[C:23]([Cl:29])=[CH:24][CH:25]=[CH:26][C:27]=2[Cl:28])=[C:16]([O:30][CH3:32])[CH:15]=1)[NH:5][C:6]([O:8][C:9]([CH3:12])([CH3:10])[CH3:11])=[O:7] |f:1.2.3,5.6|. Procedure: To a suspension of N-(tert-butoxycarbonyl)-4-(2,6-dichlorobenzyloxy)-3-hydroxy-L-phenylalanine methyl ester (0.45 g), K2CO3 (0.199 g), and n-Bu4NI (0.035 g) in DME (4.0 mL) was added CH3I (0.072 mL) and the mixture was stirred overnight at room temperature. DMF was removed and the residue was partitioned between water and EtOAc. The organic layer was separated and the aqueous solution was extracted with EtOAc. The combined extract was dried (MgSO4) and evaporated. The residue was purified by pre... Starting materials: CC(=O)O[BH-](OC(C)=O)OC(C)=O, O=C([O-])O, ClCCl, CC(=O)O, Cc1ccc(C=O)cc1NC(=O)OC(C)(C)C, ClC(Cl)Cl, COc1ccc2ncc(=O)n(CCN3CCC(N)CC3)c2c1, [Na+], [Na+]. The product is COc1ccc2ncc(=O)n(CCN3CCC(NCc4ccc(C)c(NC(=O)OC(C)(C)C)c4)CC3)c2c1. RXN SMILES: [C:40]([O:41][BH-:42]([O:43][C:44](=[O:45])[CH3:46])[O:47][C:48](=[O:49])[CH3:50])(=[O:51])[CH3:52].[C:54](=[O:55])([O-:56])[OH:57].[CH2:67]([Cl:68])[Cl:69].[CH3:63][C:64](=[O:65])[OH:66].[CH:23](=[O:24])[c:25]1[cH:26][cH:27][c:28]([CH3:39])[c:29]([NH:31][C:32]([O:33][C:34]([CH3:35])([CH3:36])[CH3:37])=[O:38])[cH:30]1.[CH:59]([Cl:60])([Cl:61])[Cl:62].[NH2:1][CH:2]1[CH2:3][CH2:4][N:5]([CH2:8][CH2:9][n:10]2[c:11](=[O:22])[cH:12][n:13][c:14]3[cH:15][cH:16][c:17]([O:20][CH3:21])[cH:18][c:19]23)[CH2:6][CH2:7]1.[Na+:53].[Na+:58]>>[NH:1]([CH:2]1[CH2:3][CH2:4][N:5]([CH2:8][CH2:9][n:10]2[c:11](=[O:22])[cH:12][n:13][c:14]3[cH:15][cH:16][c:17]([O:20][CH3:21])[cH:18][c:19]23)[CH2:6][CH2:7]1)[CH2:23][c:25]1[cH:26][cH:27][c:28]([CH3:39])[c:29]([NH:31][C:32]([O:33][C:34]([CH3:35])([CH3:36])[CH3:37])=[O:38])[cH:30]1. Starting materials: CCOC(=O)CBr, Cl, [H-], [Na+], CN(C)C=O, FC(F)(F)c1ccccc1OC1CCN(c2nnc(-c3nn[nH]n3)s2)CC1. Product: CCOC(=O)Cn1nnc(-c2nnc(N3CCC(Oc4ccccc4C(F)(F)F)CC3)s2)n1. RXN SMILES: [Br:30][CH2:31][C:32](=[O:33])[O:34][CH2:35][CH3:36].[ClH:37].[H-:29].[Na+:28].[O:38]=[CH:39][N:40]([CH3:41])[CH3:42].[n:1]1[nH:2][n:3][n:4][c:5]1-[c:6]1[n:7][n:8][c:9]([N:11]2[CH2:12][CH2:13][CH:14]([O:17][c:18]3[c:19]([C:24]([F:25])([F:26])[F:27])[cH:20][cH:21][cH:22][cH:23]3)[CH2:15][CH2:16]2)[s:10]1>>[n:1]1[n:2][n:3]([CH2:31][C:32](=[O:33])[O:34][CH2:35][CH3:36])[n:4][c:5]1-[c:6]1[n:7][n:8][c:9]([N:11]2[CH2:12][CH2:13][CH:14]([O:17][c:18]3[c:19]([C:24]([F:25])([F:26])[F:27])[cH:20][cH:21][cH:22][cH:23]3)[CH2:15][CH2:16]2)[s:10]1. Reactants: O=C(Br)CBr, Nc1ccccc1C(=O)O, CN(C)C=O, C1COCCO1. Yields the product O=C(CBr)Nc1ccccc1C(=O)O. RXN SMILES: [Br:16][CH2:17][C:18](=[O:19])[Br:20].[NH2:1][c:2]1[cH:3][cH:4][cH:5][cH:6][c:7]1[C:8]([OH:9])=[O:10].[O:11]=[CH:12][N:13]([CH3:14])[CH3:15].[O:21]1[CH2:22][CH2:23][O:24][CH2:25][CH2:26]1>>[NH:1]([c:2]1[cH:3][cH:4][cH:5][cH:6][c:7]1[C:8]([OH:9])=[O:10])[C:18]([CH2:17][Br:16])=[O:19]. The reactants are COC1=CC=C(C=C1)C(C(C(=O)C1=CC=C(C=C1)OC)C1=CC=C(C=C1)OC)=O (1,2,3-tris(4-methoxyphenyl)propane-1,3-dione), Cl.NO (hydroxylamine hydrochloride), N1=CC=CC=C1 (pyridine). Solvent: C(C)O (ethanol). Yields the product COC1=CC=C(C=C1)C=1C(=NOC1C1=CC=C(C=C1)OC)C1=CC=C(C=C1)OC (1-[4,5-bis(4-methoxyphenyl)isoxazol-3-yl]-4-methoxybenzene). Reaction SMILES: [CH3:1][O:2][C:3]1[CH:8]=[CH:7][C:6]([C:9](=[O:29])[CH:10]([C:21]2[CH:26]=[CH:25][C:24]([O:27][CH3:28])=[CH:23][CH:22]=2)[C:11]([C:13]2[CH:18]=[CH:17][C:16]([O:19][CH3:20])=[CH:15][CH:14]=2)=O)=[CH:5][CH:4]=1.Cl.NO.[N:33]1C=CC=CC=1>C(O)C>[CH3:28][O:27][C:24]1[CH:25]=[CH:26][C:21]([C:10]2[C:11]([C:13]3[CH:18]=[CH:17][C:16]([O:19][CH3:20])=[CH:15][CH:14]=3)=[N:33][O:29][C:9]=2[C:6]2[CH:7]=[CH:8][C:3]([O:2][CH3:1])=[CH:4][CH:5]=2)=[CH:22][CH:23]=1 |f:1.2|. Procedure: A mixture of the 1,3-diketone obtained in step 3 (1.0 equiv.), hydroxylamine hydrochloride (1.5 equiv.), pyridine (2.0 equiv.) and ethanol was heated to reflux overnight. Cooled to rt and removed solvent in vacuo. Water and ethyl acetate were added. The organic layer was separated, washed with dil. HCl, brine, dried, filtered and the solvent was concentrated in vacuo. The product 1-[4,5-bis(4-methoxyphenyl)isoxazol-3-yl]-4-methoxybenzene was obtained was an off white solid.